From a dataset of the Open Reaction Database (ORD), a public repository of structured organic reaction records. describe an organic reaction: reactants, conditions, products, and yield The reactants are C1(CCCC1)CC(C(=O)O)N1N=CC(=CC1=O)OC1=C2C=CC=NC2=CC=C1 (3-cyclopentyl-2-[6-oxo-4-(quinolin-5-yloxy)-6H-pyridazin-1-yl]-propionic acid), NC1=NN(C=C1)CC(C)(O)C (1-(3-amino-pyrazol-1-yl)-2-methyl-propan-2-ol), C1(CCCC1)CC(C(=O)O)N1N=CC(=CC1=O)OC1=C2C=CC=NC2=CC=C1 (3-cyclopentyl-2-[6-oxo-4-(quinolin-5-yloxy)-6H-pyridazin-1-yl]-propionic acid), NC1=NN(C=C1)CC(C)(O)C (1-(3-amino-pyrazol-1-yl)-2-methyl-propan-2-ol). The product is C1(CCCC1)CC(C(=O)NC1=NN(C=C1)CC(C)(C)O)N1N=CC(=CC1=O)OC1=C2C=CC=NC2=CC=C1 (3-cyclopentyl-N-[1-(2-hydroxy-2-methyl-propyl)-1H-pyrazol-3-yl]-2-[6-oxo-4-(quinolin-5-yloxy)-6H-pyridazin-1-yl]-propionamide). The yield is 59.0%. As a reaction SMILES: [CH:1]1([CH2:6][CH:7]([N:11]2[C:16](=[O:17])[CH:15]=[C:14]([O:18][C:19]3[CH:28]=[CH:27][CH:26]=[C:25]4[C:20]=3[CH:21]=[CH:22][CH:23]=[N:24]4)[CH:13]=[N:12]2)[C:8]([OH:10])=O)[CH2:5][CH2:4][CH2:3][CH2:2]1.[NH2:29][C:30]1[CH:34]=[CH:33][N:32]([CH2:35][C:36]([CH3:39])([OH:38])[CH3:37])[N:31]=1>>[CH:1]1([CH2:6][CH:7]([N:11]2[C:16](=[O:17])[CH:15]=[C:14]([O:18][C:19]3[CH:28]=[CH:27][CH:26]=[C:25]4[C:20]=3[CH:21]=[CH:22][CH:23]=[N:24]4)[CH:13]=[N:12]2)[C:8]([NH:29][C:30]2[CH:34]=[CH:33][N:32]([CH2:35][C:36]([OH:38])([CH3:37])[CH3:39])[N:31]=2)=[O:10])[CH2:5][CH2:4][CH2:3][CH2:2]1. Procedure details: Using the method described in Example 17, 3-cyclopentyl-2-[6-oxo-4-(quinolin-5-yloxy)-6H-pyridazin-1-yl]-propionic acid (Intermediate 57) and 1-(3-amino-pyrazol-1-yl)-2-methyl-propan-2-ol (Intermediate 1) afforded 3-cyclopentyl-N-[1-(2-hydroxy-2-methyl-propyl)-1H-pyrazol-3-yl]-2-[6-oxo-4-(quinolin-5-yloxy)-6H-pyridazin-1-yl]-propionamide as a white solid (0.69 g, 59%); ES+-HRMS m/e calcd for C28H32N6O4 [M+H+] 517.2558 found 517.2557. 1H-NMR (300 MHz, DMSO-d6) δ ppm 1.04 (s, 3H), 1.05 (s, 3H), 1.... Starting materials: Cl.C(C1=CC=CC=C1)OC1=C2CCCC(C2=CC=C1)C(=O)N(CC=1C=NNC1)C=1C=NC(=CC1)C(C)C (5-benzyloxy-N-(6-isopropylpyridin-3-yl)-N-[(pyrazol-4-yl)methyl]-1,2,3,4-tetrahydronaphthalene-1-carboxamide hydrochloride), ClCC1=NC=C(C=C1)C (2-(chloromethyl)-5-methylpyridine). The yield is 80.4%. The product is C(C1=CC=CC=C1)OC1=C2CCCC(C2=CC=C1)C(=O)N(CC=1C=NN(C1)CC1=NC=C(C=C1)C)C=1C=NC(=CC1)C(C)C (5-benzyloxy-N-(6-isopropylpyridin-3-yl)-N-({1-[(5-methylpyridin-2-yl)methyl]pyrazol-4-yl}methyl)-1,2,3,4-tetrahydronaphthalene-1-carboxamide). Procedure details: By the reaction and treatment in the same manner as in Example 271 using 5-benzyloxy-N-(6-isopropylpyridin-3-yl)-N-[(pyrazol-4-yl)methyl]-1,2,3,4-tetrahydronaphthalene-1-carboxamide hydrochloride (0.78 g) and 2-(chloromethyl)-5-methylpyridine (0.43 g) as starting materials, 5-benzyloxy-N-(6-isopropylpyridin-3-yl)-N-({1-[(5-methylpyridin-2-yl)methyl]pyrazol-4-yl}methyl)-1,2,3,4-tetrahydronaphthalene-1-carboxamide (0.71 g) was obtained. As a reaction SMILES: Cl.[CH2:2]([O:9][C:10]1[CH:19]=[CH:18][CH:17]=[C:16]2[C:11]=1[CH2:12][CH2:13][CH2:14][CH:15]2[C:20]([N:22]([C:29]1[CH:30]=[N:31][C:32]([CH:35]([CH3:37])[CH3:36])=[CH:33][CH:34]=1)[CH2:23][C:24]1[CH:25]=[N:26][NH:27][CH:28]=1)=[O:21])[C:3]1[CH:8]=[CH:7][CH:6]=[CH:5][CH:4]=1.Cl[CH2:39][C:40]1[CH:45]=[CH:44][C:43]([CH3:46])=[CH:42][N:41]=1>>[CH2:2]([O:9][C:10]1[CH:19]=[CH:18][CH:17]=[C:16]2[C:11]=1[CH2:12][CH2:13][CH2:14][CH:15]2[C:20]([N:22]([C:29]1[CH:30]=[N:31][C:32]([CH:35]([CH3:37])[CH3:36])=[CH:33][CH:34]=1)[CH2:23][C:24]1[CH:25]=[N:26][N:27]([CH2:39][C:40]2[CH:45]=[CH:44][C:43]([CH3:46])=[CH:42][N:41]=2)[CH:28]=1)=[O:21])[C:3]1[CH:8]=[CH:7][CH:6]=[CH:5][CH:4]=1 |f:0.1|. Reported procedure: A solution of sodium (0.46 g) in 10 of anhydrous ethanol is added with 3.35 ml of diethyl malonate in 3 ml of ethanol and successively with a solution of decylbromide (4.15 ml) in 3 ml of ethanol. The reaction mixture is refluxed for 4 hours, then the precipitate is filtered off and the filtrate is concentrated to dryness. The residue is redissolved in a saturated aqueous solution of sodium hydrogensulfate and it is extracted with ethyl acetate. The organic extract is dried over sodium sulfate a... The solvent is C(C)O (ethanol), C(C)O (ethanol), C(C)O (ethanol). Yields the product C(CCCCCCCCC)C(C(=O)OCC)C(=O)OCC (Diethyl Decylmalonate). Starting materials: [Na] (sodium), C(CC(=O)OCC)(=O)OCC (diethyl malonate), C(CCCCCCCCC)Br (decylbromide). Reaction SMILES: [Na].[C:2]([O:10][CH2:11][CH3:12])(=[O:9])[CH2:3][C:4]([O:6][CH2:7][CH3:8])=[O:5].[CH2:13](Br)[CH2:14][CH2:15][CH2:16][CH2:17][CH2:18][CH2:19][CH2:20][CH2:21][CH3:22]>C(O)C>[CH2:13]([CH:3]([C:4]([O:6][CH2:7][CH3:8])=[O:5])[C:2]([O:10][CH2:11][CH3:12])=[O:9])[CH2:14][CH2:15][CH2:16][CH2:17][CH2:18][CH2:19][CH2:20][CH2:21][CH3:22] |^1:0|. Starting materials: COC=1C=CC2=C(CCN(C(N2)=O)C2CCNCC2)C1 (7-methoxy-3-piperidin-4-yl-1,3,4,5-tetrahydro-1,3-benzodiazepin-2-one), C(C1=CC=CC=C1)OC1=CC=C2C(=N1)C=CN2C(=O)C2=NC=NC(=C2)Cl ((5-benzyloxy-pyrrolo[3,2-b]pyridin-1-yl)-(6-chloro-pyrimidin-4-yl)-methanone), CCN(C(C)C)C(C)C (DIPEA). The solvent is CN(C)C=O (DMF), O (water). Run at time 30 minute. Product: C(C1=CC=CC=C1)OC1=CC=C2C(=N1)C=CN2C(=O)C2=CC(=NC=N2)N2CCC(CC2)N2C(NC1=C(CC2)C=C(C=C1)OC)=O (3-{1-[6-(5-benzyloxy-pyrrolo[3,2-b]pyridine-1-carbonyl)-pyrimidin-4-yl]-piperidin-4-yl}-7-methoxy-1,3,4,5-tetrahydro-benzo[d][1,3]diazepin-2-one). As a reaction SMILES: [CH3:1][O:2][C:3]1[CH:4]=[CH:5][C:6]2[NH:12][C:11](=[O:13])[N:10]([CH:14]3[CH2:19][CH2:18][NH:17][CH2:16][CH2:15]3)[CH2:9][CH2:8][C:7]=2[CH:20]=1.[CH2:21]([O:28][C:29]1[N:34]=[C:33]2[CH:35]=[CH:36][N:37]([C:38]([C:40]3[CH:45]=[C:44](Cl)[N:43]=[CH:42][N:41]=3)=[O:39])[C:32]2=[CH:31][CH:30]=1)[C:22]1[CH:27]=[CH:26][CH:25]=[CH:24][CH:23]=1.CCN(C(C)C)C(C)C>CN(C=O)C.O>[CH2:21]([O:28][C:29]1[N:34]=[C:33]2[CH:35]=[CH:36][N:37]([C:38]([C:40]3[N:41]=[CH:42][N:43]=[C:44]([N:17]4[CH2:18][CH2:19][CH:14]([N:10]5[CH2:9][CH2:8][C:7]6[CH:20]=[C:3]([O:2][CH3:1])[CH:4]=[CH:5][C:6]=6[NH:12][C:11]5=[O:13])[CH2:15][CH2:16]4)[CH:45]=3)=[O:39])[C:32]2=[CH:31][CH:30]=1)[C:22]1[CH:27]=[CH:26][CH:25]=[CH:24][CH:23]=1. Reported procedure: 0.11 g (0.40 mmol) 7-methoxy-3-piperidin-4-yl-1,3,4,5-tetrahydro-1,3-benzodiazepin-2-one, 0.14 g (0.38 mmol) (5-benzyloxy-pyrrolo[3,2-b]pyridin-1-yl)-(6-chloro-pyrimidin-4-yl)-methanone and 0.10 mL (0.58 mmol) DIPEA in 5 mL DMF were stirred overnight at RT. The reaction mixture was diluted with water and stirred for 30 min. The precipitate formed was suction filtered, washed with water and MeOH and dried. Starting materials: CC1(NCCC2=C1NC1=CC=CC=C21)CC(=O)OCC (ethyl 1-methyl-2,3,4,9-tetrahydro-1H-pyrido[3,4-b]indole-1-acetate), CN=C=O (methyl isocyanate). Run in C1CCCCC1 (cyclohexane). Yields the product CC1(N(CCC2=C1NC1=CC=CC=C21)C(=O)NC)CC(=O)OCC (Ethyl 1-methyl-2-methylaminocarbonyl-2,3,4,9-tetrahydro-1H-pyrido[3,4-b]indole-1-acetate). Reaction SMILES: [CH3:1][C:2]1([CH2:15][C:16]([O:18][CH2:19][CH3:20])=[O:17])[C:7]2[NH:8][C:9]3[C:14]([C:6]=2[CH2:5][CH2:4][NH:3]1)=[CH:13][CH:12]=[CH:11][CH:10]=3.[CH3:21][N:22]=[C:23]=[O:24]>C1CCCCC1>[CH3:1][C:2]1([CH2:15][C:16]([O:18][CH2:19][CH3:20])=[O:17])[C:7]2[NH:8][C:9]3[C:14]([C:6]=2[CH2:5][CH2:4][N:3]1[C:23]([NH:22][CH3:21])=[O:24])=[CH:13][CH:12]=[CH:11][CH:10]=3. Reported procedure: 10.9 g (0.04 mol) of ethyl 1-methyl-2,3,4,9-tetrahydro-1H-pyrido[3,4-b]indole-1-acetate are suspended in 200 ml of cyclohexane. 3 ml (0.04 mol) of methyl isocyanate are added. The mixture is heated under reflux for 1 hour. It is allowed to cool overnight in a refrigerator. The precipitate is filtered off. The product is recrystallised from ethanol. Reactants: O=C(O)c1ccc(CBr)cc1F, Cc1ccccc1, c1ccc(P(c2ccccc2)c2ccccc2)cc1. Product: [Br-], O=C(O)c1ccc(C[P+](c2ccccc2)(c2ccccc2)c2ccccc2)cc1F. RXN SMILES: [Br:1][CH2:2][c:3]1[cH:4][c:5]([F:12])[c:6]([C:7](=[O:8])[OH:9])[cH:10][cH:11]1.[CH3:32][c:33]1[cH:34][cH:35][cH:36][cH:37][cH:38]1.[c:13]1([P:19]([c:20]2[cH:21][cH:22][cH:23][cH:24][cH:25]2)[c:26]2[cH:27][cH:28][cH:29][cH:30][cH:31]2)[cH:14][cH:15][cH:16][cH:17][cH:18]1>>[Br-:1].[CH2:2]([c:3]1[cH:4][c:5]([F:12])[c:6]([C:7](=[O:8])[OH:9])[cH:10][cH:11]1)[P+:19]([c:13]1[cH:14][cH:15][cH:16][cH:17][cH:18]1)([c:20]1[cH:21][cH:22][cH:23][cH:24][cH:25]1)[c:26]1[cH:27][cH:28][cH:29][cH:30][cH:31]1. Starting materials: C(C1=CC=CC=C1)#N (benzonitrile), Cl.NO (hydroxylamine hydrochloride), C([O-])([O-])=O.[K+].[K+] (potassium carbonate), C(C)O (ethanol). Run in O (water). Reaction conditions: temperature 80 celsius, time 2 hour. Product: ClCC1=NC(=NO1)C1=CC=CC=C1 (5-(chloromethyl)-3-phenyl-1,2,4-oxadiazole). Isolated yield 51.0%. RXN SMILES: [C:1](#[N:8])[C:2]1[CH:7]=[CH:6][CH:5]=[CH:4][CH:3]=1.[ClH:9].[NH2:10]O.C(=O)([O-])[O-].[K+].[K+].[CH2:18]([OH:20])[CH3:19]>O>[Cl:9][CH2:19][C:18]1[O:20][N:10]=[C:1]([C:2]2[CH:7]=[CH:6][CH:5]=[CH:4][CH:3]=2)[N:8]=1 |f:1.2,3.4.5|. Procedure details: A mixture of benzonitrile (26.2 g), hydroxylamine hydrochloride (17.7 g), potassium carbonate (17.6 g) and 70% ethanol (250 ml) was stirred at 80° C. for 2 hours. The reaction mixture was cooled to room temperature, water was added to the reaction mixture and extracted with ethyl acetate. The ethyl acetate layer was washed with an aqueous saturated solution of sodium chloride, dried (MgSO4) and concentrated. The residue was dissolve in acetone (250 ml) and potassium carbonate (19.0 g) was added....